From a dataset of the Open Reaction Database (ORD), a public repository of structured organic reaction records. describe an organic reaction: reactants, conditions, products, and yield Reactants: CCN1CCC2(c3cccc(OC)c3)CC(O)(c3ccccc3)CCC2C1, Cl. Product: CCN1CCC2(c3cccc(OC)c3)CC(c3ccccc3)=CCC2C1. Reaction SMILES: [CH2:1]([CH3:2])[N:3]1[CH2:4][CH:5]2[CH2:6][CH2:7][C:8]([OH:21])([c:22]3[cH:23][cH:24][cH:25][cH:26][cH:27]3)[CH2:9][C:10]2([c:13]2[cH:14][c:15]([O:19][CH3:20])[cH:16][cH:17][cH:18]2)[CH2:11][CH2:12]1.[ClH:28]>>[CH2:1]([CH3:2])[N:3]1[CH2:4][CH:5]2[CH2:6][CH:7]=[C:8]([c:22]3[cH:23][cH:24][cH:25][cH:26][cH:27]3)[CH2:9][C:10]2([c:13]2[cH:14][c:15]([O:19][CH3:20])[cH:16][cH:17][cH:18]2)[CH2:11][CH2:12]1.